From a dataset of the Open Reaction Database (ORD), a public repository of structured organic reaction records. describe an organic reaction: reactants, conditions, products, and yield Reactants: FC1=C(C=C(C=C1)F)S(=O)(=O)NC=1C=C(C(=O)OC)C=CC1F (methyl 3-(2,5-difluorophenylsulfonamido)-4-fluorobenzoate), [Li+].C[Si](C)(C)[N-][Si](C)(C)C (LiHMDS), ClC1=NC=CC(=N1)C (2-chloro-4-methylpyrimidine), ester. Run in C1CCOC1 (THF), C1CCOC1 (THF). Run at temperature 0 celsius, time 1 hour. Product: ClC1=NC=CC(=N1)CC(=O)C=1C=CC(=C(C1)NS(=O)(=O)C1=C(C=CC(=C1)F)F)F (N-(5-(2-(2-Chloropyrimidin-4-yl)acetyl)-2-fluorophenyl)-2,5-difluorobenzenesulfonamide). The yield is 60.5%. As a reaction SMILES: [F:1][C:2]1[CH:7]=[CH:6][C:5]([F:8])=[CH:4][C:3]=1[S:9]([NH:12][C:13]1[CH:14]=[C:15]([CH:20]=[CH:21][C:22]=1[F:23])[C:16]([O:18]C)=O)(=[O:11])=[O:10].[Li+].C[Si]([N-][Si](C)(C)C)(C)C.[Cl:34][C:35]1[N:40]=[C:39]([CH3:41])[CH:38]=[CH:37][N:36]=1>C1COCC1>[Cl:34][C:35]1[N:40]=[C:39]([CH2:41][C:16]([C:15]2[CH:20]=[CH:21][C:22]([F:23])=[C:13]([NH:12][S:9]([C:3]3[CH:4]=[C:5]([F:8])[CH:6]=[CH:7][C:2]=3[F:1])(=[O:10])=[O:11])[CH:14]=2)=[O:18])[CH:38]=[CH:37][N:36]=1 |f:1.2|. Procedure: To a solution of methyl 3-(2,5-difluorophenylsulfonamido)-4-fluorobenzoate (40 g, 116 mmol) in dry THF (500 mL) at −10° C., LiHMDS (1M in THF, 406 mmol, 406 mL) was added dropwise and the solution was allowed to stir for 1 h at 0° C. A solution of 2-chloro-4-methylpyrimidine (17.8 g, 139 mmol) in THF (50 mL) was then added dropwise to the solution of ester and base at 0° C. over 20 min. The solution was allowed to stir 1 h at rt. TLC showed the reaction was complete. The reaction was quenched by... Starting materials: C1CCOC1, OCCCc1ccc(Cl)c2occc12, O=C1NC(=O)c2ccccc21, c1ccc(P(c2ccccc2)c2ccccc2)cc1. Product: O=C1c2ccccc2C(=O)N1CCCc1ccc(Cl)c2occc12. Reaction SMILES: [CH2:45]1[O:46][CH2:47][CH2:48][CH2:49]1.[Cl:31][c:32]1[cH:33][cH:34][c:35]([CH2:41][CH2:42][CH2:43][OH:44])[c:36]2[cH:37][cH:38][o:39][c:40]12.[O:20]=[C:21]1[NH:22][C:23](=[O:24])[c:25]2[cH:26][cH:27][cH:28][cH:29][c:30]21.[c:1]1([P:2]([c:3]2[cH:4][cH:5][cH:6][cH:7][cH:8]2)[c:9]2[cH:10][cH:11][cH:12][cH:13][cH:14]2)[cH:15][cH:16][cH:17][cH:18][cH:19]1>>[O:20]=[C:21]1[N:22]([CH2:43][CH2:42][CH2:41][c:35]2[cH:34][cH:33][c:32]([Cl:31])[c:40]3[c:36]2[cH:37][cH:38][o:39]3)[C:23](=[O:24])[c:25]2[cH:26][cH:27][cH:28][cH:29][c:30]21. Reactants: FC(C1=CC=C(C=N1)[C@@H](CC)NC(=O)C=1C(=C(N2C1COCC2)C(=O)N2[C@H](CCC2)C)Br)(F)F (7-bromo-6-((S)-2-methyl-pyrrolidine-1-carbonyl)-3,4-dihydro-1H-pyrrolo[2,1-c][1,4]oxazine-8-carboxylic acid [(R)-1-(6-trifluoromethyl-pyridin-3-yl)-propyl]-amide), C[Sn](C)(C)C (tetramethylstannane). Reagents/catalysts: C1(=CC=CC=C1)P(C1=CC=CC=C1)(C1=CC=CC=C1)[Pd-4](P(C1=CC=CC=C1)(C1=CC=CC=C1)C1=CC=CC=C1)(P(C1=CC=CC=C1)(C1=CC=CC=C1)C1=CC=CC=C1)P(C1=CC=CC=C1)(C1=CC=CC=C1)C1=CC=CC=C1 (tetrakis(triphenylphosphino)palladium(0)). Run in CN(C=O)C (dimethylformamide). Yields the product FC(C1=CC=C(C=N1)[C@@H](CC)NC(=O)C=1C(=C(N2C1COCC2)C(=O)N2[C@H](CCC2)C)C)(F)F (7-methyl-6-((S)-2-methyl-pyrrolidine-1-carbonyl)-3,4-dihydro-1H-pyrrolo[2,1-c][1,4]oxazine-8-carboxylic acid [(R)-1-(6-trifluoromethyl-pyridin-3-yl)-propyl]-amide). The yield is 92.0%. RXN SMILES: [F:1][C:2]([F:34])([F:33])[C:3]1[N:8]=[CH:7][C:6]([C@H:9]([NH:12][C:13]([C:15]2[C:16](Br)=[C:17]([C:24]([N:26]3[CH2:30][CH2:29][CH2:28][C@@H:27]3[CH3:31])=[O:25])[N:18]3[CH2:23][CH2:22][O:21][CH2:20][C:19]=23)=[O:14])[CH2:10][CH3:11])=[CH:5][CH:4]=1.[CH3:35][Sn](C)(C)C>CN(C)C=O.C1(P([Pd-4](P(C2C=CC=CC=2)(C2C=CC=CC=2)C2C=CC=CC=2)(P(C2C=CC=CC=2)(C2C=CC=CC=2)C2C=CC=CC=2)P(C2C=CC=CC=2)(C2C=CC=CC=2)C2C=CC=CC=2)(C2C=CC=CC=2)C2C=CC=CC=2)C=CC=CC=1>[F:1][C:2]([F:34])([F:33])[C:3]1[N:8]=[CH:7][C:6]([C@H:9]([NH:12][C:13]([C:15]2[C:16]([CH3:35])=[C:17]([C:24]([N:26]3[CH2:30][CH2:29][CH2:28][C@@H:27]3[CH3:31])=[O:25])[N:18]3[CH2:23][CH2:22][O:21][CH2:20][C:19]=23)=[O:14])[CH2:10][CH3:11])=[CH:5][CH:4]=1. Procedure: A solution of 7-bromo-6-((S)-2-methyl-pyrrolidine-1-carbonyl)-3,4-dihydro-1H-pyrrolo[2,1-c][1,4]oxazine-8-carboxylic acid [(R)-1-(6-trifluoromethyl-pyridin-3-yl)-propyl]-amide (Comp. No. 16ru) (55 mg, 0.101 mmol), tetramethylstannane (101 mg, 0.57 mmol) and tetrakis(triphenylphosphino)palladium(0) (6 mg, 5 pmol) in dimethylformamide (2 ml) was heated at 110° C. under microwave irradiation for 1 h. The crude product was purified by reverse phase HPLC to give 45 mg (92%) of 7-methyl-6-((S)-2-methy... Solvent: CN(C)C=O (DMF). The yield is 68.0%. Run at temperature 80 celsius, time 12.5 hour. Product: C(#N)C=1C=C(C(=O)OC)C=C(N1)C (methyl 2-cyano-6-methylisonicotinate). The reactants are ClC=1C=C(C(=O)OC)C=C(N1)C (methyl 2-chloro-6-methylisonicotinate), CCOC(=O)C (EtOAc), [NH4+].[OH-] (NH4OH). Reagents/catalysts: [C-]#N.[C-]#N.[Zn+2] (Zn(CN)2), C=1C=CC(=CC1)[P](C=2C=CC=CC2)(C=3C=CC=CC3)[Pd]([P](C=4C=CC=CC4)(C=5C=CC=CC5)C=6C=CC=CC6)([P](C=7C=CC=CC7)(C=8C=CC=CC8)C=9C=CC=CC9)[P](C=1C=CC=CC1)(C=1C=CC=CC1)C=1C=CC=CC1 (Pd(PPh3)4). As a reaction SMILES: Cl[C:2]1[CH:3]=[C:4]([CH:9]=[C:10]([CH3:12])[N:11]=1)[C:5]([O:7][CH3:8])=O.[CH3:13]COC(C)=O.[NH4+:19].[OH-:20]>CN(C=O)C.[C-]#N.[C-]#N.[Zn+2].C1C=CC([P]([Pd]([P](C2C=CC=CC=2)(C2C=CC=CC=2)C2C=CC=CC=2)([P](C2C=CC=CC=2)(C2C=CC=CC=2)C2C=CC=CC=2)[P](C2C=CC=CC=2)(C2C=CC=CC=2)C2C=CC=CC=2)(C2C=CC=CC=2)C2C=CC=CC=2)=CC=1>[C:13]([C:2]1[CH:3]=[C:4]([CH:9]=[C:10]([CH3:12])[N:11]=1)[C:5]([O:7][CH3:8])=[O:20])#[N:19] |f:2.3,5.6.7,^1:34,36,55,74|. Procedure details: To a solution of 2.03 g (11 mmol) of methyl 2-chloro-6-methylisonicotinate (Aldrich) in 20 mL of DMF (degassed) was added 1.14 g (9.73 mmol) of Zn(CN)2 and 1.18 g (1.02 mmol) of Pd(PPh3)4. The mixture was stirred at 80° C. for 12.5 h, and EtOAc and 20 mL of 10% NH4OH aqueous solution were added. The organic layer was washed with 20 mL of 10% NH4OH and 20 mL of brine. The combined aqueous layers were reextracted with EtOAc and washed with brine. The combined extracts were dried over Na2SO4, filte... The reactants are [Si](C)(C)(C(C)(C)C)OCC(OC1OCCC1)CO[Si](C)(C)C(C)(C)C (1,3-O-di-(t-butyldimethylsilyl)-2-O-tetrahydrofuranylglycerol), [F-].C(CCC)[N+](CCCC)(CCCC)CCCC (tetra-n-butylammonium fluoride). Solvent: O1CCCC1 (tetrahydrofuran). Reaction conditions: time 2 hour. The product is O1C(CCC1)OC(CO)CO (2-O-tetrahydrofuranylglycerol). Isolated yield 95.3%. As a reaction SMILES: [Si]([O:8][CH2:9][CH:10]([CH2:17][O:18][Si](C(C)(C)C)(C)C)[O:11][CH:12]1[CH2:16][CH2:15][CH2:14][O:13]1)(C(C)(C)C)(C)C.[F-].C([N+](CCCC)(CCCC)CCCC)CCC>O1CCCC1>[O:13]1[CH2:14][CH2:15][CH2:16][CH:12]1[O:11][CH:10]([CH2:9][OH:8])[CH2:17][OH:18] |f:1.2|. Reported procedure: To a solution of 4.25 g (11 mmol) 1,3-O-di-(t-butyldimethylsilyl)-2-O-tetrahydrofuranylglycerol in 30 ml tetrahydrofuran was added 30 ml of tetra-n-butylammonium fluoride (1 mol/1 in THF) dropwise and the mixture was stirred at ambient temperature for 2 hours. The reaction mixture was then concentrated and the residue was subjected to column chromatography (silica gel/methylene chloride-methanol) to provide 1.70 g (96%) of 2-O-tetrahydrofuranylglycerol. The reactants are C(C)C1=CNC=2CC(CC(C12)=O)C1=CC=CC=C1 (3-ethyl-6-phenyl-4,5,6,7-tetrahydroindol-4-one), C(=N)(N)NN.Cl (aminoguanidine hydrochloride), Cl (hydrochloric acid), O (water), Cl (hydrochloric acid). Solvent: C(C)O (ethanol). Product: Cl.C(C)C1=CNC=2CC(CC(C12)=NNC(=N)N)C1=CC=CC=C1 (3-ethyl-4-guanidinoimino-6-phenyl-4,5,6,7-tetrahydroindole hydrochloride). Isolated yield 31.7%. Reaction SMILES: [CH2:1]([C:3]1[C:11]2[C:10](=O)[CH2:9][CH:8]([C:13]3[CH:18]=[CH:17][CH:16]=[CH:15][CH:14]=3)[CH2:7][C:6]=2[NH:5][CH:4]=1)[CH3:2].[C:19]([NH:22][NH2:23])([NH2:21])=[NH:20].[ClH:24].Cl.O>C(O)C>[ClH:24].[CH2:1]([C:3]1[C:11]2[C:10](=[N:23][NH:22][C:19]([NH2:21])=[NH:20])[CH2:9][CH:8]([C:13]3[CH:18]=[CH:17][CH:16]=[CH:15][CH:14]=3)[CH2:7][C:6]=2[NH:5][CH:4]=1)[CH3:2] |f:1.2,6.7|. Procedure: A mixture of 3-ethyl-6-phenyl-4,5,6,7-tetrahydroindol-4-one (0.5 g), aminoguanidine hydrochloride (0.25 g), concentrated hydrochloric acid (0.1 ml), water (0.1 ml) and ethanol (30 ml) was refluxed for 7 hours, and to the mixture was added 1N hydrochloric acid (0.1 ml). Under reduced pressure, the solvent was evaporated. The resulting crystals were washed with water and recrystallized from ethanol to give 3-ethyl-4-guanidinoimino-6-phenyl-4,5,6,7-tetrahydroindole hydrochloride (Compound 3) (0.22 ... The reactants are C(C)(=O)NC1=CC(=C(C=C1Cl)C(CCCCCl)=O)OCC1=CC(=CC(=C1)OC)OC (1-[4-acetylamino-5-chloro-2-(3,5-dimethoxybenzyloxy) phenyl]-5-chloropentan-1-one), N1CCCCC1 (piperidine), CS(=O)(=O)NCCN1CCCCC1 (2-(methylsulfonyl)aminoethylpiperidine). The product is Cl.NC1=CC(=C(C=C1Cl)C(CCCCN1CCC(CC1)CCNS(=O)(=O)C)=O)OCC1=CC(=CC(=C1)OC)OC (1-[4-amino-5-chloro-2-(3,5-dimethoxybenzyloxy) phenyl]-5-{4-[2-(methylsulfonyl)aminoethyl]-piperidin-1-yl}pentan-1-one hydrochloride). As a reaction SMILES: C([NH:4][C:5]1[C:10]([Cl:11])=[CH:9][C:8]([C:12](=[O:18])[CH2:13][CH2:14][CH2:15][CH2:16]Cl)=[C:7]([O:19][CH2:20][C:21]2[CH:26]=[C:25]([O:27][CH3:28])[CH:24]=[C:23]([O:29][CH3:30])[CH:22]=2)[CH:6]=1)(=O)C.[NH:31]1[CH2:36][CH2:35][CH2:34][CH2:33][CH2:32]1.[CH3:37][S:38]([NH:41][CH2:42][CH2:43]N1CCCCC1)(=[O:40])=[O:39]>>[ClH:11].[NH2:4][C:5]1[C:10]([Cl:11])=[CH:9][C:8]([C:12](=[O:18])[CH2:13][CH2:14][CH2:15][CH2:16][N:31]2[CH2:36][CH2:35][CH:34]([CH2:43][CH2:42][NH:41][S:38]([CH3:37])(=[O:40])=[O:39])[CH2:33][CH2:32]2)=[C:7]([O:19][CH2:20][C:21]2[CH:22]=[C:23]([O:29][CH3:30])[CH:24]=[C:25]([O:27][CH3:28])[CH:26]=2)[CH:6]=1 |f:3.4|. Reported procedure: Proceeding as in Example 4, Step (c), but replacing 1-(4-acetylamino-5-chloro-2-methoxyphenyl)-5-chloropentan-1-one with 1-[4-acetylamino-5-chloro-2-(3,5-dimethoxybenzyloxy) phenyl]-5-chloropentan-1-one and piperidine with 4[2-(methylsulfonyl)aminoethylpiperidine, gave 1-[4-amino-5-chloro-2-(3,5-dimethoxybenzyloxy) phenyl]-5-{4-[2-(methylsulfonyl)aminoethyl]-piperidin-1-yl}pentan-1-one hydrochloride, m.p. 205°-206° C. The reactants are Cl, O=c1[nH]sc2ccccc12, O, O=P(Cl)(Cl)Cl. The product is Clc1nsc2ccccc12. As a reaction SMILES: [ClH:16].[O:1]=[c:2]1[nH:3][s:4][c:5]2[cH:6][cH:7][cH:8][cH:9][c:10]12.[OH2:17].[P:11]([Cl:12])([Cl:13])([Cl:14])=[O:15]>>[c:2]1([Cl:13])[n:3][s:4][c:5]2[cH:6][cH:7][cH:8][cH:9][c:10]12. Reaction SMILES: [Cl:47][CH2:48][Cl:49].[O:8]=[C:9]1[N:10]([CH2:19][CH2:20][CH:21]([C:22](=[O:23])[O:24][C:25]([CH3:26])([CH3:27])[CH3:28])[C:29]2([CH2:43][CH:44]([CH3:45])[CH3:46])[C:30](=[O:42])[N:31]([CH2:34][CH2:35][c:36]3[cH:37][cH:38][cH:39][cH:40][cH:41]3)[CH2:32][CH2:33]2)[C:11](=[O:18])[c:12]2[cH:13][cH:14][cH:15][cH:16][c:17]21.[OH:1][C:2]([C:3]([F:4])([F:5])[F:6])=[O:7]>>[O:8]=[C:9]1[N:10]([CH2:19][CH2:20][CH:21]([C:22](=[O:23])[OH:24])[C:29]2([CH2:43][CH:44]([CH3:45])[CH3:46])[C:30](=[O:42])[N:31]([CH2:34][CH2:35][c:36]3[cH:37][cH:38][cH:39][cH:40][cH:41]3)[CH2:32][CH2:33]2)[C:11](=[O:18])[c:12]2[cH:13][cH:14][cH:15][cH:16][c:17]21. Yields the product CC(C)CC1(C(CCN2C(=O)c3ccccc3C2=O)C(=O)O)CCN(CCc2ccccc2)C1=O. Starting materials: ClCCl, CC(C)CC1(C(CCN2C(=O)c3ccccc3C2=O)C(=O)OC(C)(C)C)CCN(CCc2ccccc2)C1=O, O=C(O)C(F)(F)F. Starting materials: [Cl-].[NH4+] (ammonium chloride), FC1=C(C=CC=C1)C(C(C(=O)OCC)=NN)=O (Ethyl 3-(2-fluorophenyl)-2-hydrazono-3-oxopropanoate), BrCC1=CC=C(C=C1)N1N=CC=C1 (1-[4-(bromomethyl)phenyl]-1H-pyrazole), [H-].[Na+] (sodium hydride). Run in O (water), CN(C=O)C (N,N-dimethylformamide). Run at temperature 0 celsius, time 1 hour. Yields the product O=C1C(=NN(C2=CC=CC=C12)CC1=CC=C(C=C1)N1N=CC=C1)C(=O)OCC (ethyl 4-oxo-1-[4-(1H-pyrazol-1-yl)benzyl]-1,4-dihydrocinnoline-3-carboxylate). As a reaction SMILES: F[C:2]1[CH:7]=[CH:6][CH:5]=[CH:4][C:3]=1[C:8](=[O:17])[C:9](=[N:15][NH2:16])[C:10]([O:12][CH2:13][CH3:14])=[O:11].Br[CH2:19][C:20]1[CH:25]=[CH:24][C:23]([N:26]2[CH:30]=[CH:29][CH:28]=[N:27]2)=[CH:22][CH:21]=1.[H-].[Na+].[Cl-].[NH4+]>CN(C)C=O.O>[O:17]=[C:8]1[C:3]2[C:4](=[CH:5][CH:6]=[CH:7][CH:2]=2)[N:16]([CH2:19][C:20]2[CH:21]=[CH:22][C:23]([N:26]3[CH:30]=[CH:29][CH:28]=[N:27]3)=[CH:24][CH:25]=2)[N:15]=[C:9]1[C:10]([O:12][CH2:13][CH3:14])=[O:11] |f:2.3,4.5|. Procedure details: Ethyl 3-(2-fluorophenyl)-2-hydrazono-3-oxopropanoate (1.16 g, 4.87 mmol) and 1-[4-(bromomethyl)phenyl]-1H-pyrazole (1.50 g, 6.33 mmol, 1.3 equiv) were dissolved in degassed N,N-dimethylformamide (15 mL), cooled to 0° C. and treated with sodium hydride (0.312 g, 7.79 mmol, 1.6 equiv). After stirring for 1 hour at 0° C., the mixture was treated with ammonium chloride (3 mL, saturated aqueous) and water (40 mL) and extracted with ethyl acetate (3×75 mL). The combined organic extracts were dried wit...